Dataset: the Open Reaction Database (ORD), a public repository of structured organic reaction records. Task: describe an organic reaction: reactants, conditions, products, and yield The reactants are [H-].[Na+] (Sodium hydride), FC(C=1C=C(C=CC1)NC1=CC(CCC1)=O)(F)F (3-(3-trifluoromethyl-phenylamino)-cyclohex-2-enone), FC(C=1C=C(C=CC1)NC1=CC(CCC1)=O)(F)F (3-(3-trifluoromethyl-phenylamino)-cyclohex-2-enone), CC1OCCC1 (2-methyltetrahydrofuran), CC1OCCC1 (2-methyltetrahydrofuran), C(C)(C)(C)OC(NC(C1=C(C=C(C=C1)C#N)SC)S(=O)(=O)C1=CC=CC=C1)=O ([Benzenesulfonyl-(4-cyano-2-methylsulfanyl-phenyl)-methyl]-carbamic acid tert-butyl ester). Run in O (Water). Run at time 50 minute. The product is C(C)(C)(C)OC(NC(C1=C(CCCC1=O)NC1=CC(=CC=C1)C(F)(F)F)C1=C(C=C(C=C1)C#N)SC)=O ({(4-Cyano-2-methylsulfanyl-phenyl)-[6-oxo-2-(3-trifluoromethyl-phenylamino)cyclohex-1-enyl]-methyl}-carbamic acid tert-butyl ester). Reaction SMILES: [H-].[Na+].[F:3][C:4]([F:20])([F:19])[C:5]1[CH:6]=[C:7]([NH:11][C:12]2[CH2:17][CH2:16][CH2:15][C:14](=[O:18])[CH:13]=2)[CH:8]=[CH:9][CH:10]=1.CC1CCCO1.[C:27]([O:31][C:32](=[O:54])[NH:33][CH:34](S(C1C=CC=CC=1)(=O)=O)[C:35]1[CH:40]=[CH:39][C:38]([C:41]#[N:42])=[CH:37][C:36]=1[S:43][CH3:44])([CH3:30])([CH3:29])[CH3:28]>O>[C:27]([O:31][C:32](=[O:54])[NH:33][CH:34]([C:35]1[CH:40]=[CH:39][C:38]([C:41]#[N:42])=[CH:37][C:36]=1[S:43][CH3:44])[C:13]1[C:14](=[O:18])[CH2:15][CH2:16][CH2:17][C:12]=1[NH:11][C:7]1[CH:8]=[CH:9][CH:10]=[C:5]([C:4]([F:19])([F:20])[F:3])[CH:6]=1)([CH3:30])([CH3:29])[CH3:28] |f:0.1|. Procedure details: Sodium hydride (60% in mineral oil, 154 mg, 3.85 mmol) is added in portions to a mixture of 3-(3-trifluoromethyl-phenylamino)-cyclohex-2-enone (INTERMEDIATE 3; 960 mg, 3.76 mmol) and 2-methyltetrahydrofuran (8 mL). After 30 min [benzenesulfonyl-(4-cyano-2-methylsulfanyl-phenyl)-methyl]-carbamic acid tert-butyl ester (Step 1, 1.56 g, 3.73 mmol) is added and the mixture is stirred at room temperature for 50 min. Water and 2-methyltetrahydrofuran are added and the phases are separated. The organic ...